From a dataset of the Open Reaction Database (ORD), a public repository of structured organic reaction records. describe an organic reaction: reactants, conditions, products, and yield The reactants are C1(=CC=CC=C1)N1C(C(CC1)=O)=O (1-Phenyl-2,3-pyrrolidinedione), NN1C(CCC1)COC (1-amino-2-methoxymethylpyrrolidine), CCOCC (Et2O). Solvent: C1=CC=CC=C1 (benzene). Yields the product COCC1N(CCC1)N=C1C(N(CC1)C1=CC=CC=C1)=O (3-[[2-(Methoxymethyl)-1-pyrrolidinyl]imino]-1-phenyl-2-pyrrolidinone). As a reaction SMILES: [C:1]1([N:7]2[CH2:11][CH2:10][C:9](=O)[C:8]2=[O:13])[CH:6]=[CH:5][CH:4]=[CH:3][CH:2]=1.[NH2:14][N:15]1[CH2:19][CH2:18][CH2:17][CH:16]1[CH2:20][O:21][CH3:22].CCOCC>C1C=CC=CC=1>[CH3:22][O:21][CH2:20][CH:16]1[CH2:17][CH2:18][CH2:19][N:15]1[N:14]=[C:9]1[CH2:10][CH2:11][N:7]([C:1]2[CH:6]=[CH:5][CH:4]=[CH:3][CH:2]=2)[C:8]1=[O:13]. Reported procedure: A solution of the product of Example 61 and chiral 1-amino-2-methoxymethylpyrrolidine (SAMP or RAMP; 1 equiv) in benzene is refluxed under Dean-Stark conditions for 20 h. After cooling, Et2O is added and the mixture is washed with water. The organic layer is dried (MgO4) and evaporated to give a residue which is chromatographed on silica gel to give the title compound. The reactants are O=Cc1ccc(C(=O)O)cc1, [Cl-], ClCCl, C[N+](C)=CCl. The product is O=Cc1ccc(C(=O)Cl)cc1. As a reaction SMILES: [C:7](=[O:8])([OH:9])[c:10]1[cH:11][cH:12][c:13]([CH:14]=[O:15])[cH:16][cH:17]1.[Cl-:1].[Cl:18][CH2:19][Cl:20].[Cl:2][CH:3]=[N+:4]([CH3:5])[CH3:6]>>[Cl:2][C:7](=[O:8])[c:10]1[cH:11][cH:12][c:13]([CH:14]=[O:15])[cH:16][cH:17]1. Starting materials: COC1(CCCCC1)OC.C1(CCCCC1)=O (1,1-dimethoxycyclohexane cyclohexanone), COC1(CCCCC1)OC.C1(CCCCC1)=O (1,1-dimethoxycyclohexane cyclohexanone), C1(CCCCC1)=O (cyclohexanone). Solvent: CO (methanol). Yields the product COC1(CCCCC1)OC (1,1-dimethoxycyclohexane). RXN SMILES: [CH3:1][O:2][C:3]1([O:9][CH3:10])[CH2:8][CH2:7][CH2:6][CH2:5][CH2:4]1.C1(=O)CCCCC1.C1(=O)CCCCC1>CO>[CH3:1][O:2][C:3]1([O:9][CH3:10])[CH2:8][CH2:7][CH2:6][CH2:5][CH2:4]1 |f:0.1|. Procedure details: A number of runs were carried out employing a solution of 1,1-dimethoxycyclohexane/cyclohexanone (100 g., 80/20 molar equilibrium mixture @ 10° C.--an equilibrium mixture of 1,1-dimethoxycyclohexane/cyclohexanone as was derived from regeneration of cyclohexanone and methanol to yield the dehydration agent 1,1-dimethoxycyclohexane as hereinafter described) charged into a stirred magnedrive 500 ml Hastelloy (nickel-molybdenum) autoclave along with sodium tetrachloropalladate (1.30 g., 4.1 mmoles) ... The reactants are O=C([O-])[O-], COc1cc(O)c(C=O)cc1OC, CN(C)S(=O)(=O)Cl, [K+], [K+], CN(C)C=O, O. The product is COc1cc(C=O)c(OS(=O)(=O)N(C)C)cc1OC. Reaction SMILES: [C:14](=[O:15])([O-:16])[O-:17].[CH3:1][O:2][c:3]1[cH:4][c:5]([CH:6]=[O:7])[c:8]([OH:13])[cH:9][c:10]1[O:11][CH3:12].[CH3:20][N:21]([S:22](=[O:23])(=[O:24])[Cl:25])[CH3:26].[K+:18].[K+:19].[O:28]=[CH:29][N:30]([CH3:31])[CH3:32].[OH2:27]>>[CH3:1][O:2][c:3]1[cH:4][c:5]([CH:6]=[O:7])[c:8]([O:13][S:22]([N:21]([CH3:20])[CH3:26])(=[O:23])=[O:24])[cH:9][c:10]1[O:11][CH3:12]. Starting materials: C1(=CC=CC=C1)P(=O)(C1=CC=CC=C1)N=[N+]=[N-] (Diphenylphosphoryl azide), N12CCCCCC2=NCCC1 (1,8-diazabicyclo[5.4.0]undec-7-ene), NC(=O)NC=1NC2=CC(=CC=C2C1C(=O)N)CO (2-aminocarbonylamino-6-hydroxymethylindole-3-carboxamide), NC(=O)NC=1NC2=CC(=CC=C2C1C(=O)N)CO (2-aminocarbonylamino-6-hydroxymethylindole-3-carboxamide), O (Water). Run in O1CCCC1 (tetrahydrofuran). Conditions: time 8 hour. The product is NC(=O)NC=1NC2=CC(=CC=C2C1C(=O)N)CN=[N+]=[N-] (2-Aminocarbonylamino-6-azidomethylindole-3-carboxamide). Isolated yield 11.4%. As a reaction SMILES: C1(P([N:15]=[N+:16]=[N-:17])(C2C=CC=CC=2)=O)C=CC=CC=1.N12CCCN=C1CCCCC2.[NH2:29][C:30]([NH:32][C:33]1[NH:34][C:35]2[C:40]([C:41]=1[C:42]([NH2:44])=[O:43])=[CH:39][CH:38]=[C:37]([CH2:45]O)[CH:36]=2)=[O:31].O>O1CCCC1>[NH2:29][C:30]([NH:32][C:33]1[NH:34][C:35]2[C:40]([C:41]=1[C:42]([NH2:44])=[O:43])=[CH:39][CH:38]=[C:37]([CH2:45][N:15]=[N+:16]=[N-:17])[CH:36]=2)=[O:31]. Procedure: Diphenylphosphoryl azide (42 μL, 0.19 mmol) and 1,8-diazabicyclo[5.4.0]undec-7-ene (29 μL, 0.19 mmol) were added to a solution of 2-aminocarbonylamino-6-hydroxymethylindole-3-carboxamide (Compound 16-1, 40 mg, 0.16 mmol) in anhydrous tetrahydrofuran (5 mL) under ice-cooling, the mixture was stirred at room temperature overnight. Water (10 mL) was added to the reaction mixture, and the whole was extracted with ethyl acetate (10 mL). The organic layer was washed with brine (20 mL) and dried over a... The reactants are CO, ClCCl, CC(C)(C)OC(=O)NC(CCS(N)(=O)=O)c1ccc(Cl)cc1, Cl. Product: NC(CCS(N)(=O)=O)c1ccc(Cl)cc1. Reaction SMILES: [CH3:27][OH:28].[Cl:24][CH2:25][Cl:26].[Cl:2][c:3]1[cH:4][cH:5][c:6]([CH:9]([CH2:10][CH2:11][S:12]([NH2:13])(=[O:14])=[O:15])[NH:16][C:17](=[O:18])[O:19][C:20]([CH3:21])([CH3:22])[CH3:23])[cH:7][cH:8]1.[ClH:1]>>[Cl:2][c:3]1[cH:4][cH:5][c:6]([CH:9]([CH2:10][CH2:11][S:12]([NH2:13])(=[O:14])=[O:15])[NH2:16])[cH:7][cH:8]1. Starting materials: [Cl-].[Cl-].[Cl-].[Al+3] (aluminum trichloride), C(C1=CC=CC=C1)(=O)N1[C@H](C(=O)O)C[C@@H](C1)OS(=O)(=O)C1=CC=C(C)C=C1 ((cis)-1-benzoyl-4-tosyloxy-L-proline). Run in C1=CC=CC=C1 (benzene). Conditions: temperature 0 celsius. Product: C(C1=CC=CC=C1)(=O)N1[C@H](C(=O)O)C[C@H](C1)C1=CC=CC=C1 ((trans)-1-Benzoyl-4-phenyl-L-proline). RXN SMILES: [Cl-].[Cl-].[Cl-].[Al+3].[C:5]([N:13]1[CH2:20][C@@H:19](OS(C2C=CC(C)=CC=2)(=O)=O)[CH2:18][C@H:14]1[C:15]([OH:17])=[O:16])(=[O:12])[C:6]1[CH:11]=[CH:10][CH:9]=[CH:8][CH:7]=1>C1C=CC=CC=1>[C:5]([N:13]1[CH2:20][C@H:19]([C:6]2[CH:11]=[CH:10][CH:9]=[CH:8][CH:7]=2)[CH2:18][C@H:14]1[C:15]([OH:17])=[O:16])(=[O:12])[C:6]1[CH:7]=[CH:8][CH:9]=[CH:10][CH:11]=1 |f:0.1.2.3|. Procedure details: To a dry flask was added aluminum trichloride (58 mg, 0.435 mmole) and benzene (3 ml). While stirring under argon, (cis)-1-benzoyl-4-tosyloxy-L-proline (50 mg, 0.128 mmole) was added. After further stirring overnight, the reaction was cooled to 0° C. and quenched with 1N HCl. The resulting mixture was extracted with ethyl acetate and the organic extracts were washed with brine, dried, and concentrated in vacuo. The residue consisted of: